From a dataset of the Open Reaction Database (ORD), a public repository of structured organic reaction records. describe an organic reaction: reactants, conditions, products, and yield Reactants: ClC1=C(C(=C(C=C1Cl)Cl)Cl)[N+](=O)[O-] (2,3,5,6-tetrachloronitrobenzene), O.NN (hydrazine hydrate). Product: ClC1=C(C(=C(C=C1Cl)Cl)Cl)NN (2,3,5,6-tetrachlorophenylhydrazine). As a reaction SMILES: [Cl:1][C:2]1[C:7]([Cl:8])=[CH:6][C:5]([Cl:9])=[C:4]([Cl:10])[C:3]=1[N+:11]([O-])=O.O.[NH2:15]N>>[Cl:1][C:2]1[C:7]([Cl:8])=[CH:6][C:5]([Cl:9])=[C:4]([Cl:10])[C:3]=1[NH:11][NH2:15] |f:1.2|. Procedure details: Process of claim 1 wherein 2,3,5,6-tetrachlorophenylhydrazine is prepared by reacting 2,3,5,6-tetrachloronitrobenzene with hydrazine hydrate.